The task is: describe an organic reaction: reactants, conditions, products, and yield. This data is from the Open Reaction Database (ORD), a public repository of structured organic reaction records. Starting materials: CC(=O)O[BH-](OC(C)=O)OC(C)=O, COC(=O)C(CNCc1ccc(-c2ccccc2)cc1)NC(=O)c1ccc(-c2ccc(C(F)(F)F)cc2)cc1, [Na+], O=Cc1ccco1. Product: COC(=O)C(CN(Cc1ccc(-c2ccccc2)cc1)Cc1ccco1)NC(=O)c1ccc(-c2ccc(C(F)(F)F)cc2)cc1. RXN SMILES: [C:47]([O:48][BH-:49]([O:50][C:51](=[O:52])[CH3:53])[O:54][C:55](=[O:56])[CH3:57])(=[O:58])[CH3:59].[CH3:1][O:2][C:3]([CH:4]([CH2:5][NH:6][CH2:7][c:8]1[cH:9][cH:10][c:11](-[c:14]2[cH:15][cH:16][cH:17][cH:18][cH:19]2)[cH:12][cH:13]1)[NH:20][C:21](=[O:22])[c:23]1[cH:24][cH:25][c:26](-[c:29]2[cH:30][cH:31][c:32]([C:35]([F:36])([F:37])[F:38])[cH:33][cH:34]2)[cH:27][cH:28]1)=[O:39].[Na+:60].[o:40]1[c:41]([CH:45]=[O:46])[cH:42][cH:43][cH:44]1>>[CH3:1][O:2][C:3]([CH:4]([CH2:5][N:6]([CH2:7][c:8]1[cH:9][cH:10][c:11](-[c:14]2[cH:15][cH:16][cH:17][cH:18][cH:19]2)[cH:12][cH:13]1)[CH2:45][c:41]1[o:40][cH:44][cH:43][cH:42]1)[NH:20][C:21](=[O:22])[c:23]1[cH:24][cH:25][c:26](-[c:29]2[cH:30][cH:31][c:32]([C:35]([F:36])([F:37])[F:38])[cH:33][cH:34]2)[cH:27][cH:28]1)=[O:39]. The reactants are CCCCCCCCCC1OC1CO, Cl, O=[Cr](=O)([O-])O[Cr](=O)(=O)[O-], CN(C)C=O, O, c1cc[nH+]cc1, c1cc[nH+]cc1. Yields the product CCCCCCCCCC1OC1C(=O)O. As a reaction SMILES: [CH2:1]([CH2:2][CH2:3][CH2:4][CH2:5][CH2:6][CH2:7][CH2:8][CH3:9])[CH:10]1[CH:11]([CH2:13][OH:14])[O:12]1.[ClH:42].[Cr:15](=[O:16])([O:17][Cr:18]([O-:19])(=[O:20])=[O:21])([O-:22])=[O:23].[O:36]=[CH:37][N:38]([CH3:39])[CH3:40].[OH2:41].[nH+:24]1[cH:25][cH:26][cH:27][cH:28][cH:29]1.[nH+:30]1[cH:31][cH:32][cH:33][cH:34][cH:35]1>>[CH2:1]([CH2:2][CH2:3][CH2:4][CH2:5][CH2:6][CH2:7][CH2:8][CH3:9])[CH:10]1[CH:11]([C:13](=[O:14])[OH:16])[O:12]1. Reactants: [H-].[H-].[H-].[H-].[Li+].[Al+3] (LiAlH4), C(C)/C(/C=O)=C\C1=CC=C(C=C1)C ((E)-2-ethyl-3-(4-methylphenyl)-2-propenal). Run in C(C)OCC (diethyl ether). Conditions: temperature -78 celsius. The product is C(C)/C(/CO)=C\C1=CC=C(C=C1)C ((E)-2-Ethyl-3-(4-methylphenyl)-2-propen-1-ol). RXN SMILES: [H-].[H-].[H-].[H-].[Li+].[Al+3].[CH2:7](/[C:9](=[CH:12]\[C:13]1[CH:18]=[CH:17][C:16]([CH3:19])=[CH:15][CH:14]=1)/[CH:10]=[O:11])[CH3:8]>C(OCC)C>[CH2:7](/[C:9](=[CH:12]\[C:13]1[CH:18]=[CH:17][C:16]([CH3:19])=[CH:15][CH:14]=1)/[CH2:10][OH:11])[CH3:8] |f:0.1.2.3.4.5|. Reported procedure: LiAlH4 (1.15 g, 30 mmol) was added to a diethyl ether (100 ml) solution of (E)-2-ethyl-3-(4-methylphenyl)-2-propenal (5.0 g, 28.7 mmol) cooled in a −78° C. cold bath. The reactants are BrC=1C(=NC=CC1)N (3-bromopyridin-2-amine), COC=1C=C2C=CC(=CC2=CC1)B(O)O (6-methoxynaphthalen-2-ylboronic acid), O.O.O.O.O.O.O.O.O.O.C([O-])([O-])=O.[Na+].[Na+] (sodium carbonate decahydrate). The reagents and catalysts are C=1C=CC(=CC1)[P](C=2C=CC=CC2)(C=3C=CC=CC3)[Pd]([P](C=4C=CC=CC4)(C=5C=CC=CC5)C=6C=CC=CC6)([P](C=7C=CC=CC7)(C=8C=CC=CC8)C=9C=CC=CC9)[P](C=1C=CC=CC1)(C=1C=CC=CC1)C=1C=CC=CC1 (Tetrakis(triphenylphosphine)palladium(0)). The solvent is COCCOC (DME), O (water). Conditions: temperature 70 celsius, time 8 hour. Yields the product COC=1C=C2C=CC(=CC2=CC1)C=1C(=NC=CC1)N (3-(6-methoxynaphthalen-2-yl)pyridin-2-amine). The yield is 115.6%. As a reaction SMILES: Br[C:2]1[C:3]([NH2:8])=[N:4][CH:5]=[CH:6][CH:7]=1.[CH3:9][O:10][C:11]1[CH:12]=[C:13]2[C:18](=[CH:19][CH:20]=1)[CH:17]=[C:16](B(O)O)[CH:15]=[CH:14]2.O.O.O.O.O.O.O.O.O.O.C(=O)([O-])[O-].[Na+].[Na+]>COCCOC.O.C1C=CC([P]([Pd]([P](C2C=CC=CC=2)(C2C=CC=CC=2)C2C=CC=CC=2)([P](C2C=CC=CC=2)(C2C=CC=CC=2)C2C=CC=CC=2)[P](C2C=CC=CC=2)(C2C=CC=CC=2)C2C=CC=CC=2)(C2C=CC=CC=2)C2C=CC=CC=2)=CC=1>[CH3:9][O:10][C:11]1[CH:12]=[C:13]2[C:18](=[CH:19][CH:20]=1)[CH:17]=[C:16]([C:2]1[C:3]([NH2:8])=[N:4][CH:5]=[CH:6][CH:7]=1)[CH:15]=[CH:14]2 |f:2.3.4.5.6.7.8.9.10.11.12.13.14,^1:50,52,71,90|. Procedure: Tetrakis(triphenylphosphine)palladium(0) (95 mg) was added to a suspension of 3-bromopyridin-2-amine (713.7 mg), 6-methoxynaphthalen-2-ylboronic acid (1000 mg) and sodium carbonate decahydrate (2361 mg) in DME (15 mL) and water (3 mL) and the mixture was stirred at 80° C. under nitrogen for 3 hr and at 70° C. overnight. Activated carbon was added and the insoluble solid was removed by filtration through NH-silica gel/Celite pad (eluted with EtOAc) and the volatiles were removed in vacuo to give ... Starting materials: Cl.N1=C(C=CC=C1)N(C(=O)C1=CC2=C(N(C(=N2)CNC2=CC=C(C=C2)C(N)=N)C)C=C1)CCC(=O)OC (1-methyl-2-[N-(4-amidinophenyl)aminomethyl]benzimidazol-5-yl-carboxylic acid-N-(2-pyridyl)-N-(2-methoxycarbonylethyl)amide hydrochloride), ClC(=O)OCCCCC (n-pentyl chloroformate), C32H37N7O5. Run in ClCCl.CO (dichloromethane methanol). The product is N1=C(C=CC=C1)N(C(=O)C1=CC2=C(N(C(=N2)CNC2=CC=C(C=C2)C(NC(=O)OCCCCC)=N)C)C=C1)CCC(=O)OC (1-Methyl-2-[N-[4-(N-n-pentyloxycarbonylamidino)phenyl]aminomethyl]benzimidazol-5-yl-carboxylic acid-N-(2-pyridyl)-N-(2-methoxycarbonylethyl)amide). Isolated yield 66.0%. As a reaction SMILES: Cl.[N:2]1[CH:7]=[CH:6][CH:5]=[CH:4][C:3]=1[N:8]([CH2:32][CH2:33][C:34]([O:36][CH3:37])=[O:35])[C:9]([C:11]1[CH:31]=[CH:30][C:14]2[N:15]([CH3:29])[C:16]([CH2:18][NH:19][C:20]3[CH:25]=[CH:24][C:23]([C:26](=[NH:28])[NH2:27])=[CH:22][CH:21]=3)=[N:17][C:13]=2[CH:12]=1)=[O:10].Cl[C:39]([O:41][CH2:42][CH2:43][CH2:44][CH2:45][CH3:46])=[O:40]>ClCCl.CO>[N:2]1[CH:7]=[CH:6][CH:5]=[CH:4][C:3]=1[N:8]([CH2:32][CH2:33][C:34]([O:36][CH3:37])=[O:35])[C:9]([C:11]1[CH:31]=[CH:30][C:14]2[N:15]([CH3:29])[C:16]([CH2:18][NH:19][C:20]3[CH:25]=[CH:24][C:23]([C:26](=[NH:27])[NH:28][C:39]([O:41][CH2:42][CH2:43][CH2:44][CH2:45][CH3:46])=[O:40])=[CH:22][CH:21]=3)=[N:17][C:13]=2[CH:12]=1)=[O:10] |f:0.1,3.4|. Procedure: Prepared analogously to Example 90 from 1-methyl-2-[N-(4-amidinophenyl)aminomethyl]benzimidazol-5-yl-carboxylic acid-N-(2-pyridyl)-N-(2-methoxycarbonylethyl)amide hydrochloride and n-pentyl chloroformate. Yield: 66% of theory, C32H37N7O5 (599.7); Rf value: 0.58 (silica gel; dichloromethane/methanol=9:1); EKA mass spectrum: (M+H)+=600; (M+H+Na)++=311.7; (M+Na)+=622. Reactants: [OH-].[Na+] (NaOH), BrC1=C(C=CC(=C1)F)O (2-Bromo-4-fluorophenol), O=P12OP3(=O)OP(=O)(O1)OP(=O)(O2)O3 (Phosphorus pentoxide), COCOC (dimethoxymethane). Solvent: ClCCl (dichloromethane). Reaction conditions: time 2 hour. The product is BrC1=C(C=CC(=C1)F)OCOC (2-bromo-4-fluoro-1-methoxymethoxy-benzene). The yield is 98.5%. RXN SMILES: [Br:1][C:2]1[CH:7]=[C:6]([F:8])[CH:5]=[CH:4][C:3]=1[OH:9].[CH3:10][O:11][CH2:12]OC.O=P12OP3(OP(OP(O3)(O1)=O)(=O)O2)=O.[OH-].[Na+]>ClCCl>[Br:1][C:2]1[CH:7]=[C:6]([F:8])[CH:5]=[CH:4][C:3]=1[O:9][CH2:10][O:11][CH3:12] |f:3.4|. Procedure details: 2-Bromo-4-fluorophenol (25.0 g, 0.13 mol) was dissolved in dry dichloromethane (100 mL) and dimethoxymethane (115 mL, 1.30 mol). Phosphorus pentoxide (110.8 g, 0.39 mol) was added portion-wise to the solution such that the reaction temperature remained below 40° C. The mixture was stirred vigorously at room temperature for 2 hours and then carefully poured into 1N aqueous NaOH (50 mL). The organic layer was separated, washed with water and then brine, dried over anhydrous MgSO4, filtered and con... Reactants: O (water), OC1=CC2=C([C@@H](CO2)CC(=O)OC)C=C1 (methyl(3S)-(2,3-dihydro-6-hydroxy-1-benzofuran-3-yl)acetate), C(=O)([O-])[O-].[K+].[K+] (K2CO3), FC1=C(CCl)C=CC(=C1)F (2,4-difluorobenzyl chloride). Yield: 34.4%. As a reaction SMILES: [OH:1][C:2]1[CH:15]=[CH:14][C:5]2[C@H:6]([CH2:9][C:10]([O:12]C)=[O:11])[CH2:7][O:8][C:4]=2[CH:3]=1.C([O-])([O-])=O.[K+].[K+].[F:22][C:23]1[CH:30]=[C:29]([F:31])[CH:28]=[CH:27][C:24]=1[CH2:25]Cl.O>CN(C=O)C.CCOC(C)=O>[F:22][C:23]1[CH:30]=[C:29]([F:31])[CH:28]=[CH:27][C:24]=1[CH2:25][O:1][C:2]1[CH:15]=[CH:14][C:5]2[C@H:6]([CH2:9][C:10]([OH:12])=[O:11])[CH2:7][O:8][C:4]=2[CH:3]=1 |f:1.2.3|. Reported procedure: To a stirred mixture of methyl(3S)-(2,3-dihydro-6-hydroxy-1-benzofuran-3-yl)acetate (20.8 mg) and K2CO3 (20.7 mg) in DMF (0.5 mL) was added 2,4-difluorobenzyl chloride (24.4 mg) at room temperature. After stirring at 55° C. for 15 h, water (2.0 mL) and EtOAc (3.0 mL) were added to the mixture with stirring. The organic layer was separated by phase separation filter kit, and the filtrate was evaporated by blowing away with the air at 60° C. The resulting residue was dissolved in MeOH (0.5 mL) and... Yields the product FC1=C(COC2=CC3=C([C@@H](CO3)CC(=O)O)C=C2)C=CC(=C1)F (((3S)-6-[(2,4-Difluorobenzyl)oxy]-2,3-dihydro-1-benzofuran-3-yl)acetic acid). Run at temperature 55 celsius, time 15 hour. Run in CCOC(=O)C (EtOAc), CN(C)C=O (DMF).